This data is from the Open Reaction Database (ORD), a public repository of structured organic reaction records. The task is: describe an organic reaction: reactants, conditions, products, and yield Starting materials: CC1(C2=C(C(=CC=C2)P(C3=CC=CC=C3)C4=CC=CC=C4)OC5=C(C=CC=C51)P(C6=CC=CC=C6)C7=CC=CC=C7)C (Xantphos), C([O-])([O-])=O.[Cs+].[Cs+] (cesium carbonate), C1(CC1)C1=C(C=NC=C1)N1C(NCC1)=O (1-(4-cyclopropylpyridin-3-yl)imidazolidin-2-one), ClC1=NC=CC(=N1)C(F)(F)F (2-chloro-4-(trifluoromethyl)pyrimidine). Reagents/catalysts: C=1C=CC(=CC1)/C=C/C(=O)/C=C/C2=CC=CC=C2.C=1C=CC(=CC1)/C=C/C(=O)/C=C/C2=CC=CC=C2.C=1C=CC(=CC1)/C=C/C(=O)/C=C/C2=CC=CC=C2.[Pd].[Pd] (Pd2(dba)3). The solvent is CO (methanol), C1(=CC=CC=C1)C (toluene), C(Cl)(Cl)Cl (chloroform). Conditions: temperature 110 celsius. Yields the product C1(CC1)C1=C(C=NC=C1)N1C(N(CC1)C1=NC=CC(=N1)C(F)(F)F)=O (1-(4-cyclopropylpyridin-3-yl)-3-(4-(trifluoromethyl)pyrimidin-2-yl)imidazolidin-2-one). Yield: 34.9%. As a reaction SMILES: CC1(C)C2C(=C(P(C3C=CC=CC=3)C3C=CC=CC=3)C=CC=2)OC2C(P(C3C=CC=CC=3)C3C=CC=CC=3)=CC=CC1=2.C(=O)([O-])[O-].[Cs+].[Cs+].[CH:49]1([C:52]2[CH:57]=[CH:56][N:55]=[CH:54][C:53]=2[N:58]2[CH2:62][CH2:61][NH:60][C:59]2=[O:63])[CH2:51][CH2:50]1.Cl[C:65]1[N:70]=[C:69]([C:71]([F:74])([F:73])[F:72])[CH:68]=[CH:67][N:66]=1>C1(C)C=CC=CC=1.C(Cl)(Cl)Cl.C1C=CC(/C=C/C(/C=C/C2C=CC=CC=2)=O)=CC=1.C1C=CC(/C=C/C(/C=C/C2C=CC=CC=2)=O)=CC=1.C1C=CC(/C=C/C(/C=C/C2C=CC=CC=2)=O)=CC=1.[Pd].[Pd].CO>[CH:49]1([C:52]2[CH:57]=[CH:56][N:55]=[CH:54][C:53]=2[N:58]2[CH2:62][CH2:61][N:60]([C:65]3[N:70]=[C:69]([C:71]([F:74])([F:73])[F:72])[CH:68]=[CH:67][N:66]=3)[C:59]2=[O:63])[CH2:51][CH2:50]1 |f:1.2.3,8.9.10.11.12|. Procedure details: Xantphos (23 mg, 0.049 mmol) and Pd2(dba)3 (22.5 mg, 0.024 mmol) were added to a solution of cesium carbonate (400 mg, 1.23 mmol) in toluene (5 mL) previously purged with nitrogen (20 minutes). The reaction mixture was purged with argon for 10 minutes, followed by the addition of, 1-(4-cyclopropylpyridin-3-yl)imidazolidin-2-one (I-1d: 100 mg, 0.492 mmol) and 2-chloro-4-(trifluoromethyl)pyrimidine (0.06 ml, 0.54 mmol). The reaction mixture was heated in seal tube at 110° C. for 16 hours. The reac... The reactants are c1ccc(OCC2CO2)cc1, ClCCl, CO, CO, NCCNc1ncnc2[nH]ncc12. Product: OC(CNCCNc1ncnc2[nH]ncc12)COc1ccccc1. RXN SMILES: [CH2:1]([CH:2]1[CH2:3][O:4]1)[O:5][c:6]1[cH:7][cH:8][cH:9][cH:10][cH:11]1.[CH2:29]([Cl:30])[Cl:31].[CH3:25][OH:26].[CH3:27][OH:28].[NH2:12][CH2:13][CH2:14][NH:15][c:16]1[c:17]2[c:18]([n:19][cH:20][n:21]1)[nH:22][n:23][cH:24]2>>[CH2:1]([CH:2]([CH2:3][NH:12][CH2:13][CH2:14][NH:15][c:16]1[c:17]2[c:18]([n:19][cH:20][n:21]1)[nH:22][n:23][cH:24]2)[OH:4])[O:5][c:6]1[cH:7][cH:8][cH:9][cH:10][cH:11]1.